From a dataset of the Open Reaction Database (ORD), a public repository of structured organic reaction records. describe an organic reaction: reactants, conditions, products, and yield Reactants: CCN=C=NCCCN(C)C, CCN(C(C)C)C(C)C, Clc1ccccc1NC1CCNCC1, Cl, Cl, Cl, CN(C)C=O, O, On1nnc2ccccc21, O=C(O)CNC(=O)c1ccc(Nc2ccccc2)cc1. The product is O=C(NCC(=O)N1CCC(Nc2ccccc2Cl)CC1)c1ccc(Nc2ccccc2)cc1. As a reaction SMILES: [CH3:40][CH2:41][N:42]=[C:43]=[N:44][CH2:45][CH2:46][CH2:47][N:48]([CH3:49])[CH3:50].[CH:21]([N:22]([CH2:23][CH3:24])[CH:25]([CH3:26])[CH3:27])([CH3:28])[CH3:29].[Cl:54][c:55]1[c:56]([NH:61][CH:62]2[CH2:63][CH2:64][NH:65][CH2:66][CH2:67]2)[cH:57][cH:58][cH:59][cH:60]1.[ClH:51].[ClH:52].[ClH:53].[O:68]=[CH:69][N:70]([CH3:71])[CH3:72].[OH2:73].[OH:30][n:31]1[c:32]2[c:33]([cH:34][cH:35][cH:36][cH:37]2)[n:38][n:39]1.[c:1]1([NH:7][c:8]2[cH:9][cH:10][c:11]([C:12](=[O:13])[NH:14][CH2:15][C:16](=[O:17])[OH:18])[cH:19][cH:20]2)[cH:2][cH:3][cH:4][cH:5][cH:6]1>>[c:1]1([NH:7][c:8]2[cH:9][cH:10][c:11]([C:12](=[O:13])[NH:14][CH2:15][C:16](=[O:18])[N:65]3[CH2:64][CH2:63][CH:62]([NH:61][c:56]4[c:55]([Cl:54])[cH:60][cH:59][cH:58][cH:57]4)[CH2:67][CH2:66]3)[cH:19][cH:20]2)[cH:2][cH:3][cH:4][cH:5][cH:6]1. Reactants: C(C)N(C(=N)N[N+](=O)[O-])N=O (1-ethyl-3-nitro-1-nitrosoguanidine), [OH-].[K+] (potassium hydroxide), NC1=C(N=CN1[C@H]1[C@H](O)[C@H](O)[C@H](O1)CO)C(=O)N (5-amino-1-β-D-ribofuranosylimidazole-4-carboxamide), O.O.[Sn](Cl)Cl (tin(II) chloride dihydrate). The solvent is CCOCC (ether), CCOCC (ether), O (water), CN(C=O)C (dimethylformamide), CO (methanol). Reaction conditions: temperature 4 celsius. Yields the product [N+](=[N-])=CC (diazoethane), NC1=C(N=CN1[C@H]1[C@H](OCC)[C@H](O)[C@H](O1)CO)C(=O)N (5-amino-1-(2-O-ethyl-β-D-ribofuranosyl) imidazole-4-carboxamide). RXN SMILES: [CH2:1]([N:3]([N:10]=O)C(N[N+]([O-])=O)=N)[CH3:2].[OH-].[K+].[NH2:14][C:15]1[N:19]([C@@H:20]2[O:26][C@H:25]([CH2:27][OH:28])[C@@H:23]([OH:24])[C@H:21]2[OH:22])[CH:18]=[N:17][C:16]=1[C:29]([NH2:31])=[O:30].O.O.[Sn](Cl)Cl>CCOCC.CN(C)C=O.CO.O>[N+:3](=[CH:1][CH3:2])=[N-:10].[NH2:14][C:15]1[N:19]([C@@H:20]2[O:26][C@H:25]([CH2:27][OH:28])[C@@H:23]([OH:24])[C@H:21]2[O:22][CH2:1][CH3:2])[CH:18]=[N:17][C:16]=1[C:29]([NH2:31])=[O:30] |f:1.2,4.5.6|. Reported procedure: A solution of approximately 30 mmol diazoethane in 40 ml of ether was prepared by slow addition of 7 g (44 mmol) of 1-ethyl-3-nitro-1-nitrosoguanidine to a mixture of 8 g of potassium hydroxide, 9 ml water and 60 ml of ether followed by distillation. This was slowly added to a solution of 3.2 g (12 mmol) of 5-amino-1-β-D-ribofuranosylimidazole-4-carboxamide (AICA riboside) in 35 ml dimethylformamide containing 50 mg of tin(II) chloride dihydrate. During the addition approximately 20 ml of methan... The reactants are ClC1=C(C=C(C=C1)NC(OC1=CC=CC=C1)=O)C(F)(F)F (phenyl N-[4-chloro-3-(trifluoromethyl)phenyl]carbamate), C(C1=CC=CC=C1)(C1=CC=CC=C1)=N (benzophenone imine), C(=O)([O-])[O-].[Cs+].[Cs+] (Cs2CO3), C=1C=CC(=CC1)P(C=2C=CC=CC2)C3=CC=C4C=CC=CC4=C3C5=C6C=CC=CC6=CC=C5P(C=7C=CC=CC7)C=8C=CC=CC8 (BINAP). The reagents and catalysts are C=1C=CC(=CC1)/C=C/C(=O)/C=C/C2=CC=CC=C2.C=1C=CC(=CC1)/C=C/C(=O)/C=C/C2=CC=CC=C2.C=1C=CC(=CC1)/C=C/C(=O)/C=C/C2=CC=CC=C2.[Pd].[Pd] (Pd2(dba)3). The solvent is O1CCOCC1 (1,4-dioxane). Yields the product FC(C)(F)C1=CC(=NC=C1)N=C(C1=CC=CC=C1)C1=CC=CC=C1 (N-[4-(1,1-difluoroethyl)-2-pyridyl]-1,1-diphenyl-methanimine). Yield: 76.5%. Reaction SMILES: Cl[C:2]1C=C[C:5]([NH:8][C:9](=O)OC2C=CC=CC=2)=[CH:4][C:3]=1[C:18]([F:21])([F:20])F.[C:22](=[NH:35])([C:29]1[CH:34]=[CH:33][CH:32]=[CH:31][CH:30]=1)[C:23]1[CH:28]=[CH:27][CH:26]=[CH:25][CH:24]=1.[C:36]([O-])([O-])=O.[Cs+].[Cs+].C1C=CC(P(C2C(C3C(P(C4C=CC=CC=4)C4C=CC=CC=4)=CC=C4C=3C=CC=C4)=C3C(C=CC=C3)=CC=2)C2C=CC=CC=2)=CC=1>C1C=CC(/C=C/C(/C=C/C2C=CC=CC=2)=O)=CC=1.C1C=CC(/C=C/C(/C=C/C2C=CC=CC=2)=O)=CC=1.C1C=CC(/C=C/C(/C=C/C2C=CC=CC=2)=O)=CC=1.[Pd].[Pd].O1CCOCC1>[F:21][C:18]([C:3]1[CH:2]=[CH:9][N:8]=[C:5]([N:35]=[C:22]([C:29]2[CH:30]=[CH:31][CH:32]=[CH:33][CH:34]=2)[C:23]2[CH:28]=[CH:27][CH:26]=[CH:25][CH:24]=2)[CH:4]=1)([F:20])[CH3:36] |f:2.3.4,6.7.8.9.10|. Procedure: Add the compound obtained in Step 1 (1.21 g, 6.81 mmol), benzophenone imine (1.83 g, 10.22 mmol), Cs2CO3 (4.43 g, 13.6 mmol) to 1,4-dioxane (15 mL), then under N2, add BINAP (635 mg, 1.02 mmol), Pd2(dba)3 (623 mg, 0.68 mmol), stir the reaction at 120° C. under N2 atmosphere for 15 hrs. Cool to room temperature; filter off the solid, concentrate the filtrate under reduced pressure to give a crude residue. Purification by chromatography (silica gel, EtOAc:PE=1:3) affords the target compound (1.68 ...